From a dataset of the Open Reaction Database (ORD), a public repository of structured organic reaction records. describe an organic reaction: reactants, conditions, products, and yield Starting materials: COC1=C(C=CC(=C1)C(=O)OC)C(=O)OC (2-Methoxy-1,4-bis (methoxycarbonyl)benzene), Cl (HCl), O (H2O), [OH-].[Na+] (NaOH). The solvent is C1CCOC1 (THF). Conditions: time 24 hour. Product: COC(=O)C1=C(C=C(C=C1)C(=O)O)OC (1-Methoxycarbonyl-2-methoxybenzene 4-carboxylic acid), oil. The yield is 30.0%. RXN SMILES: [CH3:1][O:2][C:3]1[CH:8]=[C:7]([C:9]([O:11]C)=[O:10])[CH:6]=[CH:5][C:4]=1[C:13]([O:15][CH3:16])=[O:14].O.[OH-].[Na+].Cl>C1COCC1>[CH3:16][O:15][C:13]([C:4]1[CH:5]=[CH:6][C:7]([C:9]([OH:11])=[O:10])=[CH:8][C:3]=1[O:2][CH3:1])=[O:14] |f:2.3|. Procedure: 2-Methoxy-1,4-bis (methoxycarbonyl)benzene (1.61 g, 7.20 mmol) from Step 2 was dissolved in 20 mL of 1:1 THF:H2O and to the stirred solution was added 1N NaOH (7.2 mL, 7.2 mmol). After 24 h, the reaction was acidified to pH 2 with 1N HCl. The reaction was concentrated under reduced pressure and then extracted with CHCl3. The CHCl3 layer was dried (MgSO4), filtered and evaporated under reduced pressure. The residue was purified by pressurized silica gel column chromatography using 93:7 CHCl3 :A, ... Reactants: NC=1SC(=C(N1)C1=CC=C(C=C1)S(=O)(=O)N)Cl (4-(2-amino-5-chlorothiazol-4-yl)benzenesulfonamide), ClC(=O)OC1=CC=CC=C1 (phenyl chloroformate), CN1CCCC1 (1-methylpyrrolidine), Cl.FC1=CC=C(C=C1)C(CCNC1CC1)C1=CC=C(C=C1)F (N-(3,3-bis(4-fluorophenyl)propyl)cyclopropanamine hydrochloride). The solvent is CN(C)C=O (DMF), N1=CC=CC=C1 (pyridine). Reaction conditions: time 2 hour. Yields the product FC1=CC=C(C=C1)C(CCN(C(=O)NC=1SC(=C(N1)C1=CC=C(C=C1)S(=O)(=O)N)Cl)C1CC1)C1=CC=C(C=C1)F (4-(2-(((3,3-bis(4-fluorophenyl)propyl)(cyclopropyl)carbamoyl)amino)-5-chloro-1,3-thiazol-4-yl)benzenesulfonamide). As a reaction SMILES: [NH2:1][C:2]1[S:3][C:4]([Cl:17])=[C:5]([C:7]2[CH:12]=[CH:11][C:10]([S:13]([NH2:16])(=[O:15])=[O:14])=[CH:9][CH:8]=2)[N:6]=1.Cl[C:19](OC1C=CC=CC=1)=[O:20].CN1CCCC1.Cl.[F:35][C:36]1[CH:41]=[CH:40][C:39]([CH:42]([C:49]2[CH:54]=[CH:53][C:52]([F:55])=[CH:51][CH:50]=2)[CH2:43][CH2:44][NH:45][CH:46]2[CH2:48][CH2:47]2)=[CH:38][CH:37]=1>CN(C=O)C.N1C=CC=CC=1>[F:35][C:36]1[CH:41]=[CH:40][C:39]([CH:42]([C:49]2[CH:50]=[CH:51][C:52]([F:55])=[CH:53][CH:54]=2)[CH2:43][CH2:44][N:45]([CH:46]2[CH2:47][CH2:48]2)[C:19]([NH:1][C:2]2[S:3][C:4]([Cl:17])=[C:5]([C:7]3[CH:8]=[CH:9][C:10]([S:13]([NH2:16])(=[O:15])=[O:14])=[CH:11][CH:12]=3)[N:6]=2)=[O:20])=[CH:38][CH:37]=1 |f:3.4|. Procedure details: A solution of 4-(2-amino-5-chlorothiazol-4-yl)benzenesulfonamide (318 mg, 1097 μmol) and pyridine (266 μl, 3292 lμmol) in DMF (10 mL) was chilled to 0° C. To this solution was added slowly phenyl chloroformate (131 μl, 1043 μmol) via syringe. The mixture was slowly warmed to RT, and stirred for 2 hr. At this point, 1-methylpyrrolidine (342 μl, 3292 μmol) and N-(3,3-bis(4-fluorophenyl)propyl)cyclopropanamine hydrochloride (338 mg, 1043 μmol) were added consecutively to the reaction mixture. The m... Product: C(C1=CC=CC=C1)N1CC(C(C1)CO)CN1CCC(CC1)C1=CC=C(C=C1)F (1-Benzyl-3-(RS)-(4-(4-fluorophenyl)piperidinylmethyl)-4-(SR)-hydroxymethylpyrrolidine). Reported procedure: To a solution of 6.4 g (14.6 mmol) of 1-benzyl)-3-(RS)-(4-(4-fluorophenyl)piperidinylcarbonyl)-4-(RS)-(ethoxycarbonyl)pyrrolidine in 60 mL of THF at 0° C. was added 17.5 mL (17.5 mmol) of a 1M solution of lithium aluminum hydride (LAH) in ether and the reaction was stirred at 0° C. for 30 min. The reaction mixture was quenched with 5N NaOH. The reaction mixture was extracted with ether and the combined organic fractions were washed with 5N NaOH solution. The organic fractions were dried over Na2... The reactants are FC1=CC=C(C=C1)C1CCN(CC1)C(=O)C1CNCC1C(=O)OCC (3-(RS)-(4-(4-fluorophenyl)piperidinylcarbonyl)-4-(RS)-(ethoxycarbonyl)pyrrolidine), solution, [H-].[Al+3].[Li+].[H-].[H-].[H-] (lithium aluminum hydride). RXN SMILES: [F:1][C:2]1[CH:7]=[CH:6][C:5]([CH:8]2[CH2:13][CH2:12][N:11]([C:14]([CH:16]3[CH:20]([C:21]([O:23]CC)=O)[CH2:19][NH:18][CH2:17]3)=O)[CH2:10][CH2:9]2)=[CH:4][CH:3]=1.[H-].[Al+3].[Li+].[H-].[H-].[H-]>C1COCC1.CCOCC>[CH2:8]([N:18]1[CH2:19][CH:20]([CH2:21][OH:23])[CH:16]([CH2:14][N:11]2[CH2:12][CH2:13][CH:8]([C:5]3[CH:4]=[CH:3][C:2]([F:1])=[CH:7][CH:6]=3)[CH2:9][CH2:10]2)[CH2:17]1)[C:5]1[CH:6]=[CH:7][CH:2]=[CH:3][CH:4]=1 |f:1.2.3.4.5.6|. Conditions: temperature 0 celsius, time 30 minute. Solvent: C1CCOC1 (THF), CCOCC (ether). Reactants: ClC=1C=C(C=C(C1OC(C(Cl)Cl)(F)F)Cl)N (3,5-Dichloro-4-(2,2-dichloro-1,1-difluoroethoxy)benzenamine), C(C(=O)Cl)(=O)Cl (oxalyl chloride). The solvent is C(Cl)(Cl)(Cl)Cl (CCl4). Conditions: time 0.5 hour. Yields the product ClC=1C=C(C=C(C1OC(C(Cl)Cl)(F)F)Cl)N=C=O (3,5-Dichloro-4-(2,2-dichloro-1,1-difluoroethoxy)phenyl isocyanate). As a reaction SMILES: [Cl:1][C:2]1[CH:3]=[C:4]([NH2:16])[CH:5]=[C:6]([Cl:15])[C:7]=1[O:8][C:9]([F:14])([F:13])[CH:10]([Cl:12])[Cl:11].C(Cl)(=O)[C:18](Cl)=[O:19]>C(Cl)(Cl)(Cl)Cl>[Cl:1][C:2]1[CH:3]=[C:4]([N:16]=[C:18]=[O:19])[CH:5]=[C:6]([Cl:15])[C:7]=1[O:8][C:9]([F:14])([F:13])[CH:10]([Cl:12])[Cl:11]. Reported procedure: 3,5-Dichloro-4-(2,2-dichloro-1,1-difluoroethoxy)benzenamine (12 g, 0.04 mole) was added to a solution of 20 g oxalyl chloride in 100 ml CCl4 and heated under reflux with stirring for 0.5 hour. A solid precipitated. The carbon tetrachloride and excess oxalyl chloride were removed by evaporation in a rotary evaporator. The residue (16 g) was a slightly oily white solid, which was used in the next reaction without purification. The reactants are O.OC1=CC=C(C(C(=O)[O-])O)C=C1.[Na+] (sodium p-hydroxymandelate monohydrate), C(C)(=O)[O-].[NH4+] (ammonium acetate). Solvent: O (water), O (Water). Conditions: temperature 125 celsius. Yields the product OC1=CC=C(C=C1)NCC(=O)O (p-hydroxyphenylglycine). Yield: 67.0%. RXN SMILES: O.[OH:2][C:3]1[CH:13]=[CH:12][C:6](C(O)C([O-])=O)=[CH:5][CH:4]=1.[Na+].[C:15]([O-:18])(=[O:17])[CH3:16].[NH4+:19]>O>[OH:2][C:3]1[CH:4]=[CH:5][C:6]([NH:19][CH2:16][C:15]([OH:18])=[O:17])=[CH:12][CH:13]=1 |f:0.1.2,3.4|. Procedure details: A mixture of sodium p-hydroxymandelate monohydrate (1.04 g.), ammonium acetate (2.0 g.) and water (0.5 ml.) is stirred and heated under reflux (internal temperature 125° C.) for 2.5 hours. Water (3 ml.) is added to the thick slurry thus obtained, the mixture is cooled and filtered and the solid residue is washed twice with water and then with acetone. There is thus obtained p-hydroxyphenylglycine (0.56 g., 66% yield). The reactants are C=O (paraformaldehyde), C(#N)[BH3-].[Na+] (sodium cyanoborohydride), ClC=1C=C2C(C(N(C2=CC1)S(=O)(=O)C1=CC=C(C=C1)NC(=O)N(CC)CC)=O)(NCCN1CCNCC1)C1=C(C=CC=C1)Cl (5-Chloro-3-(2-chlorophenyl)-1-[4-(N',N'-diethylureido)benzenesulfonyl]-1,3-dihydro-3-[[2-(piperazin-1-yl)ethyl]amino]indol-2-one), C([O-])([O-])=O.[K+].[K+] (potassium carbonate). The reagents and catalysts are Cl (HCl). The solvent is O (water), CO (MeOH), CC(=O)O (AcOH). Run at time 8 hour. Product: ClC=1C=C2C(C(N(C2=CC1)S(=O)(=O)C1=CC=C(C=C1)NC(=O)N(CC)CC)=O)(NCCN1CCN(CC1)C)C1=C(C=CC=C1)Cl (5-Chloro-3-(2-chlorophenyl)-1-[4-(N',N'-diethylureido)benzenesulfonyl]-1,3-dihydro-3-[[2-(4-methylpiperazin-1-yl)ethyl]amino]indol-2-one). The yield is 60.6%. RXN SMILES: C=O.[C:3]([BH3-])#[N:4].[Na+].[Cl:7][C:8]1[CH:9]=[C:10]2[C:14](=[CH:15][CH:16]=1)[N:13]([S:17]([C:20]1[CH:25]=[CH:24][C:23]([NH:26][C:27]([N:29]([CH2:32][CH3:33])[CH2:30][CH3:31])=[O:28])=[CH:22][CH:21]=1)(=[O:19])=[O:18])[C:12](=[O:34])[C:11]2([C:44]1[CH:49]=[CH:48][CH:47]=[CH:46][C:45]=1[Cl:50])[NH:35][CH2:36][CH2:37][N:38]1[CH2:43][CH2:42]N[CH2:40][CH2:39]1.C(=O)([O-])[O-].[K+].[K+]>CO.CC(O)=O.Cl.O>[Cl:7][C:8]1[CH:9]=[C:10]2[C:14](=[CH:15][CH:16]=1)[N:13]([S:17]([C:20]1[CH:21]=[CH:22][C:23]([NH:26][C:27]([N:29]([CH2:32][CH3:33])[CH2:30][CH3:31])=[O:28])=[CH:24][CH:25]=1)(=[O:18])=[O:19])[C:12](=[O:34])[C:11]2([C:44]1[CH:49]=[CH:48][CH:47]=[CH:46][C:45]=1[Cl:50])[NH:35][CH2:36][CH2:37][N:38]1[CH2:43][CH2:42][N:4]([CH3:3])[CH2:40][CH2:39]1 |f:1.2,4.5.6|. Procedure details: 0.03 g of paraformaldehyde and 0.02 g of sodium cyanoborohydride are added in portions in 4 hours to a solution of 0.16 g of the compound obtained in EXAMPLE 201 in 4 ml of MeOH and 1 ml of AcOH. The mixture is stirred overnight at RT, 5 drops of concentrated HCl are added, water is then added after 10 minutes and the reaction mixture is rendered alkaline by the addition of potassium carbonate. The organic solvents are concentrated under vacuum, the residue is extracted with DCM and dried over s... Reactants: COC(=O)C1(CCCCC1)CC=O (1-(2-oxo-ethyl)-cyclohexanecarboxylic acid methyl ester), CC1=NC(=CC=C1N)N1C[C@@H](CC1)N1[C@H](CCC1)C (2-methyl-6-((2S,3′R)-2-methyl-[1,3′]bipyrrolidinyl-1′-yl)-pyridin-3-ylamine). Yields the product COC(=O)C1(CCCCC1)CCNC=1C(=NC(=CC1)N1C[C@@H](CC1)N1[C@H](CCC1)C)C (1-{2-[2-Methyl-6-((2S,3′R)-2-methyl-[1,3′]bipyrrolidinyl-1′-yl)-pyridin-3-ylamino]-ethyl}-cyclohexanecarboxylic acid methyl ester), crude solid. Reaction SMILES: [CH3:1][O:2][C:3]([C:5]1([CH2:11][CH:12]=O)[CH2:10][CH2:9][CH2:8][CH2:7][CH2:6]1)=[O:4].[CH3:14][C:15]1[C:20]([NH2:21])=[CH:19][CH:18]=[C:17]([N:22]2[CH2:26][CH2:25][C@@H:24]([N:27]3[CH2:31][CH2:30][CH2:29][C@@H:28]3[CH3:32])[CH2:23]2)[N:16]=1>>[CH3:1][O:2][C:3]([C:5]1([CH2:11][CH2:12][NH:21][C:20]2[C:15]([CH3:14])=[N:16][C:17]([N:22]3[CH2:26][CH2:25][C@@H:24]([N:27]4[CH2:31][CH2:30][CH2:29][C@@H:28]4[CH3:32])[CH2:23]3)=[CH:18][CH:19]=2)[CH2:10][CH2:9][CH2:8][CH2:7][CH2:6]1)=[O:4]. Procedure details: The title compound was synthesized in essentially the same manner using the procedures as set forth in Step 1 of Example 1, by condensing 1-(2-oxo-ethyl)-cyclohexanecarboxylic acid methyl ester (41 mg, 0.22 mmol) and 2-methyl-6-((2S,3′R)-2-methyl-[1,3′]bipyrrolidinyl-1′-yl)-pyridin-3-ylamine to obtain 94 mg of a crude solid, which was used in the next step of the reaction without further purification. The product is N.CO (ammonia methanol), C(C)(C)(C)OC(=O)N1[C@H](CN(CC1)CC1=CC=CC=C1)CCOS(=O)(=O)C ((S)-4-benzyl-2-(2-methanesulfonyloxy-ethyl)piperazine-1-carboxylic acid tert-butyl ester). Reported procedure: To a solution of (S)-4-benzyl-2-(2-hydroxyethyl)piperazine-1-carboxylic acid tert-butyl ester (4.87 g, 15.2 mmol) in dichloromethane (200 mL), add pyridine (1.84 mL, 22.8 mmol) followed by methanesulfonyl chloride (1.29 mL, 16.7 mmol). Stir at room temperature overnight, then dilute with saturated aqueous sodium bicarbonate. Extract three times with dichloromethane; dry combined organic extracts over sodium sulfate, filter and concentrate in vacuo to give a brown residue. Redissolve residue in d... Run at time 8 hour. Run in ClCCl (dichloromethane), C([O-])(O)=O.[Na+] (sodium bicarbonate), ClCCl (dichloromethane), ClCCl (dichloromethane). Starting materials: C(C)(C)(C)OC(=O)N1[C@H](CN(CC1)CC1=CC=CC=C1)CCO ((S)-4-benzyl-2-(2-hydroxyethyl)piperazine-1-carboxylic acid tert-butyl ester), N1=CC=CC=C1 (pyridine), CS(=O)(=O)Cl (methanesulfonyl chloride). RXN SMILES: [C:1]([O:5][C:6]([N:8]1[CH2:13][CH2:12][N:11]([CH2:14][C:15]2[CH:20]=[CH:19][CH:18]=[CH:17][CH:16]=2)[CH2:10][C@@H:9]1[CH2:21][CH2:22][OH:23])=[O:7])([CH3:4])([CH3:3])[CH3:2].N1C=CC=CC=1.[CH3:30][S:31](Cl)(=[O:33])=[O:32]>ClCCl.C(=O)(O)[O-].[Na+]>[NH3:8].[CH3:1][OH:5].[C:1]([O:5][C:6]([N:8]1[CH2:13][CH2:12][N:11]([CH2:14][C:15]2[CH:16]=[CH:17][CH:18]=[CH:19][CH:20]=2)[CH2:10][C@@H:9]1[CH2:21][CH2:22][O:23][S:31]([CH3:30])(=[O:33])=[O:32])=[O:7])([CH3:4])([CH3:3])[CH3:2] |f:4.5,6.7|. Isolated yield 123.5%. Starting materials: c1ccc2c(c1)CCNC2, Cc1ccccc1, Cc1cc(Cl)nc(C)n1, [K+], [K+], [K+], O=P([O-])([O-])[O-]. As a reaction SMILES: [CH2:10]1[NH:11][CH2:12][CH2:13][c:14]2[cH:15][cH:16][cH:17][cH:18][c:19]21.[CH3:20][c:21]1[cH:22][cH:23][cH:24][cH:25][cH:26]1.[Cl:1][c:2]1[n:3][c:4]([CH3:9])[n:5][c:6]([CH3:8])[cH:7]1.[K+:32].[K+:33].[K+:34].[P:27]([O-:28])([O-:29])([O-:30])=[O:31]>>[c:2]1([N:11]2[CH2:10][c:19]3[c:14]([cH:15][cH:16][cH:17][cH:18]3)[CH2:13][CH2:12]2)[n:3][c:4]([CH3:9])[n:5][c:6]([CH3:8])[cH:7]1. The product is Cc1cc(N2CCc3ccccc3C2)nc(C)n1.